From a dataset of the Open Reaction Database (ORD), a public repository of structured organic reaction records. describe an organic reaction: reactants, conditions, products, and yield Procedure: 2,2-bis(3-amino-4-hydroxyphenyl)hexafluoropropane (36.63 g ) and 200 g of N-methyl-2-pyrrolidone (NMP) were sequentially charged into a 1 L round-bottom flask. The mixture was stirred until it was completely dissolved. While maintaining the flask at 0-5° C., 39.98 g of 2,2-bis(3,4-benzenedicarboxylic anhydride) perfluoropropane and 3.28 g of 5-norbornene-2,3-dicarboxylic anhydride (NDA) were added to the mixture. After the resulting mixture was stirred at room temperature for 16 hours, 40 g of t... Yields the product CC1(CC(C2=C1C=C(C=C2)N)(C)C3=CC=C(C=C3)N)C.C1=CC2=C(C=C1C(=O)C3=CC4=C(C=C3)C(=O)OC4=O)C(=O)OC2=O (polyimide resin). Reaction conditions: temperature 2.5 celsius. Reaction SMILES: NC1C=[C:4]([C:9]([C:18]2[CH:23]=[CH:22][C:21]([OH:24])=[C:20]([NH2:25])[CH:19]=2)([C:14](F)(F)F)[C:10](F)(F)F)[CH:5]=[CH:6]C=1O.C[N:27]1[CH2:31][CH2:30][CH2:29][C:28]1=[O:32].[CH:33]12C[CH:36]([CH:37]=[CH:38]1)[CH:35]1[C:40]([O:42][C:43](=[O:44])[CH:34]21)=[O:41].C1(C)C=CC=CC=1.[CH3:52][OH:53].[OH2:54]>>[CH3:14][C:9]1([CH3:10])[C:18]2[CH:19]=[C:20]([NH2:25])[CH:21]=[CH:22][C:23]=2[C:5]([C:28]2[CH:29]=[CH:30][C:31]([NH2:27])=[CH:34][CH:33]=2)([CH3:6])[CH2:4]1.[CH:18]1[C:29]([C:28]([C:37]2[CH:38]=[CH:33][C:34]3[C:43]([O:42][C:40](=[O:41])[C:35]=3[CH:36]=2)=[O:44])=[O:32])=[CH:30][C:31]2[C:52]([O:54][C:21](=[O:24])[C:22]=2[CH:23]=1)=[O:53] |f:4.5,6.7|. Starting materials: C1(=CC=CC=C1)C (toluene), NC=1C=C(C=CC1O)C(C(F)(F)F)(C(F)(F)F)C1=CC(=C(C=C1)O)N (2,2-bis(3-amino-4-hydroxyphenyl)hexafluoropropane), CN1C(CCC1)=O (N-methyl-2-pyrrolidone), 2,2-bis(3,4-benzenedicarboxylic anhydride) perfluoropropane, C12C3C(C(C=C1)C2)C(=O)OC3=O (5-norbornene-2,3-dicarboxylic anhydride), CO.O (methanol water). Reactants: C12CNCCC2CN1C1=NC2=CC=CC=C2N=C1 (2-(3,8-diaza-bicyclo[4.2.0]oct-8-yl)-quinoxaline), [C@@H]12CN(CC[C@H]2CN1)C(=O)C1=C(C=CC(=C1)F)N1N=CC=N1 ((1R,6S)-3,8-diazabicyclo[4.2.0]octan-3-yl(5-fluoro-2-(2H-1,2,3-triazol-2-yl)phenyl)methanone), ClC1=NC(=NC(=C1)N)N (4-chloro-2,6-diaminopyrimidine). Yields the product FC=1C=CC(=C(C1)C(=O)N1C[C@@H]2N(C[C@@H]2CC1)C1=CC(=NC(=N1)N)N)N1N=CC=N1 (6-[(1R,6S)-3-{[5-Fluoro-2-(2H-1,2,3-triazol-2-yl)phenyl]carbonyl}-3,8-diazabicyclo[4.2.0]oct-8-yl]pyrimidine-2,4-diamine). As a reaction SMILES: C12N(C3C=NC4C(=CC=CC=4)N=3)CC1CCNC2.[C@@H:19]12[NH:26][CH2:25][C@@H:24]1[CH2:23][CH2:22][N:21]([C:27]([C:29]1[CH:34]=[C:33]([F:35])[CH:32]=[CH:31][C:30]=1[N:36]1[N:40]=[CH:39][CH:38]=[N:37]1)=[O:28])[CH2:20]2.Cl[C:42]1[CH:47]=[C:46]([NH2:48])[N:45]=[C:44]([NH2:49])[N:43]=1>>[F:35][C:33]1[CH:32]=[CH:31][C:30]([N:36]2[N:40]=[CH:39][CH:38]=[N:37]2)=[C:29]([C:27]([N:21]2[CH2:22][CH2:23][C@@H:24]3[C@@H:19]([N:26]([C:42]4[N:43]=[C:44]([NH2:49])[N:45]=[C:46]([NH2:48])[CH:47]=4)[CH2:25]3)[CH2:20]2)=[O:28])[CH:34]=1. Procedure details: The title compound was prepared in a manner analogous to Intermediate 2, Step A, using (1R,6S)-3,8-diazabicyclo[4.2.0]octan-3-yl(5-fluoro-2-(2H-1,2,3-triazol-2-yl)phenyl)methanone and 4-chloro-2,6-diaminopyrimidine. MS (ESI) mass calcd. for C19H20FN9O, 409.4; m/z found, 410.2 [M+H]+. Reactants: NC1=CC=C(C=2C(C3=C(C=CC(=C3C(C12)=O)O)N)=O)O (1,5-diamino-4,8-dihydroxyanthraquinone), [OH-].[Na+] (NaOH), Cl (hydrochloric acid), S(=O)(O)[O-].[Na+] (Sodium hydrogen sulphite). Run at time 8 hour. The product is C1CC(=O)C2=C(C3=C(C=CC(=C3C(=C2C1=O)O)O)O)O (Leuco-1,4,5,8,-tetrahydroxyanthraquinone), crude brown solid. Isolated yield 73.0%. As a reaction SMILES: N[C:2]1[C:15]2[C:14](=[O:16])[C:13]3[C:8](=[C:9](N)[CH:10]=[CH:11][C:12]=3[OH:17])[C:7](=[O:19])[C:6]=2[C:5]([OH:20])=[CH:4][CH:3]=1.S([O-])(O)=[O:22].[Na+].Cl.[OH-:27].[Na+]>>[CH2:4]1[C:5](=[O:20])[C:6]2[C:15](=[C:14]([OH:16])[C:13]3[C:8]([C:7]=2[OH:19])=[C:9]([OH:22])[CH:10]=[CH:11][C:12]=3[OH:17])[C:2](=[O:27])[CH2:3]1 |f:1.2,4.5|. Procedure: To crude 1,5-diamino-4,8-dihydroxyanthraquinone (11 g, 0.041 mol) was added NaOH (2.5 M, 200 mL) and the suspension was refluxed gently for 3 hours before it was allowed to cool down to room temperature. Sodium hydrogen sulphite (31.74 g, 0.182 mol) was added portionwise and the reaction mixture was refluxed again for 3 hours. It was cooled down to room temperature and was acidified with concentrated hydrochloric acid until pH 3. The precipitate was isolated by filtration and washed successively... Starting materials: C(C1=CC=CC=C1)OC=1C=C(CN2C(NC(C=3NC(=NC23)C(C)(C)OCC2=CC=CC=C2)=O)=S)C=CC1OC (3-(3-Benzyloxy-4-methoxy-benzyl)-8-(1-benzyloxy-1-methyl-ethyl)-2-thioxanthine), C(C1=CC=CC=C1)OC=1C=C(CN2C=NC(C=3NC(=NC23)C(C)(C)OCC2=CC=CC=C2)=O)C=CC1OC (3-(3-benzyloxy-4-methoxy-benzyl)-8-(1-benzyloxy-1-methyl-ethyl)-hypoxanthine), CO (methanol). Reagents/catalysts: [Ni] (Raney-nickel). Run in C(CC)O (1-propanol). Product: N1C=NC=2N=CNC2C1=O (hypoxanthine). The yield is 35.1%. Reaction SMILES: C(OC1C=C(C=CC=1OC)C[N:13]1[C:21]2[N:20]=[C:19](C(OCC3C=CC=CC=3)(C)C)[NH:18][C:17]=2[C:16](=[O:33])[NH:15][C:14]1=S)C1C=CC=CC=1.C(OC1C=C(C=CC=1OC)CN1C2N=C(C(OCC3C=CC=CC=3)(C)C)NC=2C(=O)N=C1)C1C=CC=CC=1.CO>C(O)CC.[Ni]>[NH:15]1[C:16](=[O:33])[C:17]2[NH:18][CH:19]=[N:20][C:21]=2[N:13]=[CH:14]1. Reported procedure: 3-(3-Benzyloxy-4-methoxy-benzyl)-8-(1-benzyloxy-1-methyl-ethyl)-2-thioxanthine (26.05 g, 48 mmole) was heated under reflux in 1-propanol (700 ml) with Raney-nickel (29 g) (treated with 0.1% aqueous acetic acid) for 1.5 hours. The nickel was filtered off and the solvent evaporated in vacuo. The residue was dissolved in dichloromethane (300 ml), extracted with sodium carbonate solution and evaporated again to dryness. The residue was dissolved in methanol (150 ml), treated with charcoal, filtered,... Starting materials: COC1=CC=NC2=CC=CC=C12 (4-methoxyquinoline), ClC1=CC(=CC=C1)C(=O)OO (m-chloroperbenzoic acid), C(O)([O-])=O.[Na+] (sodium hydrogen carbonate). Run in C(Cl)(Cl)Cl (chloroform). Conditions: time 12 hour. The product is COC1=CC=[N+](C2=CC=CC=C12)[O-] (4-methoxyquinoline N-oxide). Reaction SMILES: [CH3:1][O:2][C:3]1[C:12]2[C:7](=[CH:8][CH:9]=[CH:10][CH:11]=2)[N:6]=[CH:5][CH:4]=1.ClC1C=CC=C(C(OO)=[O:21])C=1.C(=O)([O-])O.[Na+]>C(Cl)(Cl)Cl>[CH3:1][O:2][C:3]1[C:12]2[C:7](=[CH:8][CH:9]=[CH:10][CH:11]=2)[N+:6]([O-:21])=[CH:5][CH:4]=1 |f:2.3|. Procedure details: To 25 mL of a chloroform solution containing 1.72 g of 4-methoxyquinoline, 3.16 g of m-chloroperbenzoic acid was added, and the mixture was stirred at room temperature for 12 hours. The reaction mixture was added with 20 mL of an aqueous saturated sodium hydrogen carbonate solution. The organic layer was separated, and the aqueous layer was extracted with chloroform. The organic layer and the extract were combined, the resultant solution was washed with an aqueous saturated sodium chloride solut... Starting materials: CCOC(C)=O, C1=C(c2ccc3ccccc3c2)CC2CCC1N2. Yields the product c1ccc2cc(C3CC4CCC(C3)N4)ccc2c1. Reaction SMILES: [CH3:19][CH2:20][O:21][C:22]([CH3:23])=[O:24].[cH:1]1[c:2]([C:11]2=[CH:12][CH:13]3[CH2:14][CH2:15][CH:16]([CH2:17]2)[NH:18]3)[cH:3][cH:4][c:5]2[cH:6][cH:7][cH:8][cH:9][c:10]12>>[cH:1]1[c:2]([CH:11]2[CH2:12][CH:13]3[CH2:14][CH2:15][CH:16]([CH2:17]2)[NH:18]3)[cH:3][cH:4][c:5]2[cH:6][cH:7][cH:8][cH:9][c:10]12.